From a dataset of the Open Reaction Database (ORD), a public repository of structured organic reaction records. describe an organic reaction: reactants, conditions, products, and yield The reactants are C(C)[C@]1(CC(OCC=2C(N3CC=4C(=NC=5C=C(C=C(C5C4)F)F)C3=CC21)=O)=O)O ((5R)-5-ethyl-9,11-difluoro-5-hydroxy-4,5,13,15-tetrahydro-1H,3H-oxepino[3′,4′:6,7]indolizino[1,2-b]quinoline-3,15-dione), C(CC)=O (propionaldehyde). Product: C(C)[C@]1(CC(OCC=2C(N3CC=4C(=NC=5C=C(C=C(C5C4CC)F)F)C3=CC21)=O)=O)O ((5R)-5,12-diethyl-9,1 1-difluoro-5-hydroxy-4,5,13,15-tetrahydro-1H,3H-oxepino[3′,4′:6,7]indolizino[1,2-b]quinoline-3,15-dione). Reaction SMILES: [CH2:1]([C@:3]1([OH:29])[C:26]2[CH:25]=[C:24]3[N:10]([CH2:11][C:12]4[C:13]3=[N:14][C:15]3[CH:16]=[C:17]([F:23])[CH:18]=[C:19]([F:22])[C:20]=3[CH:21]=4)[C:9](=[O:27])[C:8]=2[CH2:7][O:6][C:5](=[O:28])[CH2:4]1)[CH3:2].[CH:30](=O)[CH2:31]C>>[CH2:1]([C@:3]1([OH:29])[C:26]2[CH:25]=[C:24]3[N:10]([CH2:11][C:12]4[C:13]3=[N:14][C:15]3[CH:16]=[C:17]([F:23])[CH:18]=[C:19]([F:22])[C:20]=3[C:21]=4[CH2:30][CH3:31])[C:9](=[O:27])[C:8]=2[CH2:7][O:6][C:5](=[O:28])[CH2:4]1)[CH3:2]. Reported procedure: The product of Example 100 is treated with propionaldehyde according to a procedure similar to that in Stage 95e to produce the expected solid (m.p. 255° C.). Reactants: O=Cc1cccc2c3c([nH]c12)CCC3, ClC(Cl)Cl, Cl, NO, O, c1ccncc1. Yields the product ON=Cc1cccc2c3c([nH]c12)CCC3. RXN SMILES: [CH2:1]1[CH2:2][CH2:3][c:4]2[nH:5][c:6]3[c:7]([CH:13]=[O:14])[cH:8][cH:9][cH:10][c:11]3[c:12]21.[Cl:19][CH:20]([Cl:21])[Cl:22].[ClH:15].[NH2:16][OH:17].[OH2:18].[cH:23]1[cH:24][cH:25][n:26][cH:27][cH:28]1>>[CH2:1]1[CH2:2][CH2:3][c:4]2[nH:5][c:6]3[c:7]([CH:13]=[N:16][OH:17])[cH:8][cH:9][cH:10][c:11]3[c:12]21.